This data is from the Open Reaction Database (ORD), a public repository of structured organic reaction records. The task is: describe an organic reaction: reactants, conditions, products, and yield The solvent is O (H2O). Reaction SMILES: Br[C:2]1[CH:27]=[CH:26][C:5]([CH2:6][O:7][C:8]2[CH:17]=[CH:16][CH:15]=[C:14]3[C:9]=2[CH:10]=[CH:11][C:12]([NH:18][S:19]([C:22]([F:25])([F:24])[F:23])(=[O:21])=[O:20])=[CH:13]3)=[CH:4][CH:3]=1.[Cl:28][C:29]1[CH:30]=[C:31](B(O)O)[CH:32]=[C:33]([Cl:35])[CH:34]=1.CS(C)=O>O>[Cl:28][C:29]1[CH:30]=[C:31]([C:2]2[CH:27]=[CH:26][C:5]([CH2:6][O:7][C:8]3[CH:17]=[CH:16][CH:15]=[C:14]4[C:9]=3[CH:10]=[CH:11][C:12]([NH:18][S:19]([C:22]([F:24])([F:23])[F:25])(=[O:21])=[O:20])=[CH:13]4)=[CH:4][CH:3]=2)[CH:32]=[C:33]([Cl:35])[CH:34]=1. Starting materials: BrC1=CC=C(COC2=C3C=CC(=CC3=CC=C2)NS(=O)(=O)C(F)(F)F)C=C1 (N-[5-(4-Bromo-benzyloxy)-naphthalen-2-yl}-C,C,C-trifluoromethanesulfonamide), ClC=1C=C(C=C(C1)Cl)B(O)O (3,5-dichloro phenyl boronic acid), CS(=O)C (DMSO). Product: ClC=1C=C(C=C(C1)Cl)C1=CC=C(C=C1)COC1=C2C=CC(=CC2=CC=C1)NS(=O)(=O)C(F)(F)F (N-[5-(3′,5′-Dichloro-biphenyl-4-ylmethoxy)-naphthalen-2-yl]-C,C,C-trifluoro-methanesulfonamide). Reported procedure: The title compound was prepared from the product of Example 1 and 3,5-dichloro phenyl boronic acid according to the procedure of Example 2, m.p. 138-140 DMSO: δ 12.1(s, 1H), 7.0-8.3(m, 13H, arom), 5.38 (s, 2H). CHN 53.84, 3.20, 2.62 (0.5 M H2O) Found 53.97, 3.02, 2.40. Starting materials: CC(C)C[AlH]CC(C)C, ClCCl, CCOC(=O)CCC=Cc1ccccc1. Yields the product O=CCCC=Cc1ccccc1. Reaction SMILES: [CH3:16][CH:17]([CH2:18][AlH:19][CH2:20][CH:21]([CH3:22])[CH3:23])[CH3:24].[Cl:25][CH2:26][Cl:27].[c:1]1([CH:7]=[CH:8][CH2:9][CH2:10][C:11](=[O:12])[O:13][CH2:14][CH3:15])[cH:2][cH:3][cH:4][cH:5][cH:6]1>>[c:1]1([CH:7]=[CH:8][CH2:9][CH2:10][CH:11]=[O:12])[cH:2][cH:3][cH:4][cH:5][cH:6]1.